From a dataset of the Open Reaction Database (ORD), a public repository of structured organic reaction records. describe an organic reaction: reactants, conditions, products, and yield Yields the product COCc1cc2c3ccccc3[nH]c(=O)n2n1. RXN SMILES: [CH3:1][O:2][CH2:3][c:4]1[n:5][n:6]2[c:7](=[O:26])[n:8]([CH2:17][c:18]3[cH:19][cH:20][c:21]([O:22][CH3:23])[cH:24][cH:25]3)[c:9]3[cH:10][cH:11][cH:12][cH:13][c:14]3[c:15]2[cH:16]1.[FH:27]>>[CH3:1][O:2][CH2:3][c:4]1[n:5][n:6]2[c:7](=[O:26])[nH:8][c:9]3[cH:10][cH:11][cH:12][cH:13][c:14]3[c:15]2[cH:16]1. The reactants are COCc1cc2c3ccccc3n(Cc3ccc(OC)cc3)c(=O)n2n1, F.